From a dataset of the Open Reaction Database (ORD), a public repository of structured organic reaction records. describe an organic reaction: reactants, conditions, products, and yield Starting materials: C[Li] (Methyllithium), C(C)(C)NC(C)C (diisopropylamine), Cl[Si](C)(C)C (chlorotrimethylsilane), C1(=CC=CC=C1)CC(=O)OCC (ethyl phenylacetate). The solvent is C(C)OCC (diethyl ether), C(C)OCC (diethyl ether). Run at temperature -78 celsius, time 8 hour. Product: C(C)OC(=CC1=CC=CC=C1)O[Si](C)(C)C (β-ethoxy-β-trimethylsiloxystyrene). The yield is 65.9%. As a reaction SMILES: C[Li].C(NC(C)C)(C)C.[C:10]1([CH2:16][C:17]([O:19][CH2:20][CH3:21])=[O:18])[CH:15]=[CH:14][CH:13]=[CH:12][CH:11]=1.Cl[Si:23]([CH3:26])([CH3:25])[CH3:24]>C(OCC)C>[CH2:20]([O:19][C:17]([O:18][Si:23]([CH3:26])([CH3:25])[CH3:24])=[CH:16][C:10]1[CH:15]=[CH:14][CH:13]=[CH:12][CH:11]=1)[CH3:21]. Procedure details: Methyllithium in diethyl ether (0.25 mol, 140 ml of 1.8 M solution) was added dropwise to a solution of 27.6 g (0.27 mol) of diisopropylamine in 40 ml of diethyl ether. The reaction mixture was cooled to -78° C. and 26.3 g (0.16 mol) of ethyl phenylacetate were added dropwise. The reaction mixture was warmed to 0° C. and 46 ml (0.36 mol) of chlorotrimethylsilane were added rapidly. The reaction mixture was stirred overnight at 25° C., filtered to remove LiCl, and then distilled under reduced pre...